This data is from the Open Reaction Database (ORD), a public repository of structured organic reaction records. The task is: describe an organic reaction: reactants, conditions, products, and yield The reactants are CON, CC=C(C)[N+](=O)[O-]. The product is CONC(C)C(C)[N+](=O)[O-]. As a reaction SMILES: [CH3:1][O:2][NH2:3].[N+:4](=[O:5])([O-:6])[C:7]([CH3:8])=[CH:9][CH3:10]>>[CH3:1][O:2][NH:3][CH:9]([CH:7]([N+:4](=[O:5])[O-:6])[CH3:8])[CH3:10]. Starting materials: NCCC=1C=C(OCCC=2C=CC(=C(C2)[C@H](CCN(C(C)C)C(C)C)C2=CC=CC=C2)OCC2=CC=CC=C2)C=CC1 ((3R)-3-[5-{2-[3-(2-aminoethyl)phenoxy]ethyl}-2-(benzyloxy)phenyl]-N,N-diisopropyl-3-phenylpropan-1-amine), [I-].[K+] (potassium iodide), C(O)([O-])=O.[Na+] (sodium hydrogen carbonate), C(C1=CC=CC=C1)OC1=C(C=C(C=C1)[C@H](CBr)O[Si](C)(C)C(C)(C)C)NS(=O)(=O)C (N-{2-(benzyloxy)-5-[(1R)-2-bromo-1-{[tert-butyl(dimethyl)silyl]oxy}ethyl]phenyl}methanesulfonamide), C(CC)#N (propionitrile). Solvent: C(C)(=O)OCC (ethyl acetate), O (water). Reaction conditions: temperature 100 celsius, time 8 hour. Yields the product N (ammonia), C(C1=CC=CC=C1)OC1=C(C=C(C=C1)[C@H](CNCCC1=CC(=CC=C1)OCCC1=CC(=C(C=C1)OCC1=CC=CC=C1)[C@H](CCN(C(C)C)C(C)C)C1=CC=CC=C1)O[Si](C)(C)C(C)(C)C)NS(=O)(=O)C (N-{2-(benzyloxy)-5-[(1R)-2-({2-[3-(2-{4-(benzyloxy)-3-[(1R)-3-(diisopropylamino)-1-phenylpropyl]phenyl}ethoxy)phenyl]ethyl}amino)-1-{[tert-butyl(dimethyl)silyl]oxy}ethyl]phenyl}methanesulfonamide). As a reaction SMILES: [NH2:1][CH2:2][CH2:3][C:4]1[CH:5]=[C:6]([CH:40]=[CH:41][CH:42]=1)[O:7][CH2:8][CH2:9][C:10]1[CH:11]=[CH:12][C:13]([O:32][CH2:33][C:34]2[CH:39]=[CH:38][CH:37]=[CH:36][CH:35]=2)=[C:14]([C@@H:16]([C:26]2[CH:31]=[CH:30][CH:29]=[CH:28][CH:27]=2)[CH2:17][CH2:18][N:19]([CH:23]([CH3:25])[CH3:24])[CH:20]([CH3:22])[CH3:21])[CH:15]=1.[I-].[K+].C(=O)([O-])O.[Na+].[CH2:50]([O:57][C:58]1[CH:63]=[CH:62][C:61]([C@@H:64]([O:67][Si:68]([C:71]([CH3:74])([CH3:73])[CH3:72])([CH3:70])[CH3:69])[CH2:65]Br)=[CH:60][C:59]=1[NH:75][S:76]([CH3:79])(=[O:78])=[O:77])[C:51]1[CH:56]=[CH:55][CH:54]=[CH:53][CH:52]=1.C(#N)CC>C(OCC)(=O)C.O>[NH3:1].[CH2:50]([O:57][C:58]1[CH:63]=[CH:62][C:61]([C@@H:64]([O:67][Si:68]([C:71]([CH3:72])([CH3:74])[CH3:73])([CH3:70])[CH3:69])[CH2:65][NH:1][CH2:2][CH2:3][C:4]2[CH:42]=[CH:41][CH:40]=[C:6]([O:7][CH2:8][CH2:9][C:10]3[CH:11]=[CH:12][C:13]([O:32][CH2:33][C:34]4[CH:39]=[CH:38][CH:37]=[CH:36][CH:35]=4)=[C:14]([C@@H:16]([C:26]4[CH:27]=[CH:28][CH:29]=[CH:30][CH:31]=4)[CH2:17][CH2:18][N:19]([CH:20]([CH3:22])[CH3:21])[CH:23]([CH3:25])[CH3:24])[CH:15]=3)[CH:5]=2)=[CH:60][C:59]=1[NH:75][S:76]([CH3:79])(=[O:77])=[O:78])[C:51]1[CH:56]=[CH:55][CH:54]=[CH:53][CH:52]=1 |f:1.2,3.4|. Procedure: (3R)-3-[5-{2-[3-(2-aminoethyl)phenoxy]ethyl}-2-(benzyloxy)phenyl]-N,N-diisopropyl-3-phenylpropan-1-amine (Preparation 38, 340 mg, 0.52 mmol), potassium iodide (86 mg, 0.52 mmol), sodium hydrogen carbonate (175 mg, 2.08 mmol) and N-{2-(benzyloxy)-5-[(1R)-2-bromo-1-{[tert-butyl(dimethyl)silyl]oxy}ethyl]phenyl}methanesulfonamide (Prepared according to WO2005/080324, 270 mg, 0.52 mmol) were added to propionitrile (5 ml) and stirred at 100° C. under nitrogen overnight. Mixture was cooled and water (1... Reagents/catalysts: [Pd] (palladium-charcoal). Run in CO (methanol). As a reaction SMILES: [NH2:1][CH2:2][C:3]([O:5][CH3:6])=[O:4].Cl.[CH:8]1([CH:14]=O)[CH2:13][CH2:12][CH2:11][CH2:10][CH2:9]1>[Pd].CO>[CH3:6][O:5][C:3](=[O:4])[CH2:2][NH:1][CH2:14][CH:8]1[CH2:13][CH2:12][CH2:11][CH2:10][CH2:9]1 |f:0.1|. Reactants: NCC(=O)OC.Cl (H-Gly-OMe.HCl), C1(CCCCC1)C=O (cyclohexanecarboxaldehyde), resultant mixture. Product: COC(CNCC1CCCCC1)=O (N-(cyclohexylmethyl)glycine methyl ester). Reported procedure: In a methanol solution containing 2.0 g of H-Gly-OMe.HCl, 2.12 ml of cyclohexanecarboxaldehyde was added and the resultant mixture was stirred overnight in H2 atomosphere in the presence of 200 mg of 10% palladium-charcoal. The reaction mixture was filtered and the filtrate was evaporated under reduced pressure to give N-(cyclohexylmethyl)glycine methyl ester [H-(cHexm)Gly-OMe]. The CHCl3 solution of the amino ester obtained above was mixed with 3.32 ml of triethylamine and 4.18 g of Boc2O under... Starting materials: S1C(=NC2=C1C=CC=C2)NN=CC=2OC(=CC2)[N+](=O)[O-] (5-nitro-2-furaldehyde 2-(1,3-benzothiazole-2-yl)hydrazone), [N+](=O)([O-])C1=CC=C(S1)C=O (5-nitrothiophen aldehyde), N(N)C=1SC2=C(N1)C=CC(=C2)Cl (2-hydrazino-6-chloro-benzothiazole). The product is ClC1=CC2=C(N=C(S2)NN=CC=2SC(=CC2)[N+](=O)[O-])C=C1 (5-nitro-2-thiophenecarbaldehyde 2-(6-chloro-1,3-benzothiazol-2yl)hydrazone). Reaction SMILES: S1C2C=CC=CC=2N=C1NN=CC1OC([N+]([O-])=O)=CC=1.[N+:21]([C:24]1[S:28][C:27]([CH:29]=O)=[CH:26][CH:25]=1)([O-:23])=[O:22].[NH:31]([C:33]1[S:34][C:35]2[CH:41]=[C:40]([Cl:42])[CH:39]=[CH:38][C:36]=2[N:37]=1)[NH2:32]>>[Cl:42][C:40]1[CH:39]=[CH:38][C:36]2[N:37]=[C:33]([NH:31][N:32]=[CH:29][C:27]3[S:28][C:24]([N+:21]([O-:23])=[O:22])=[CH:25][CH:26]=3)[S:34][C:35]=2[CH:41]=1. Reported procedure: The compound 3n was prepared according procedure described for 3a by employing 5-nitrothiophen aldehyde (157 mg, 1 mmol) and 2-hydrazino-6-chloro-benzothiazole (199 mg, 1 mmol) at 70° C. for 2 h (yield 287 mg, 85%). Starting materials: BrC=1C(=NC(=NC1C(C)C)N(S(=O)(=O)C)C)C1=CC=C(C=C1)F (N-(5-bromo-4-(4-fluorophenyl)-6-isopropylpyrimidin-2-yl)-N-methylmethanesulfonamide), bis-tri-tert-butylphosphine palladium (0), CC1(O[C@@H](C[C@@H](O1)CC(=O)OC(C)(C)C)C=C)C (tert-butyl 2-((4R,6S)-2,2-dimethyl-6-vinyl-1,3-dioxan-4-yl)acetate), C1(CCCCC1)CNCC1CCCCC1 (N,N-dicyclohexylmethylamine), CN(C=O)C (N,N-dimethylformamide). Run in C(C)(=O)OCC (ethyl acetate), O (water), C(C)(=O)O (acetic acid), C(C)(=O)OCC (ethyl acetate), O (water). Run at temperature 50 celsius, time 4 day. Yields the product FC1=CC=C(C=C1)C1=NC(=NC(=C1/C=C/[C@@H]1C[C@@H](OC(O1)(C)C)CC(=O)OC(C)(C)C)C(C)C)N(S(=O)(=O)C)C (tert-butyl 2-((4R,6S)-6-((E)-2-(4-(4-fluorophenyl)-6-isopropyl-2-(N-methylmethanesulfonamido)pyrimidin-5-yl)vinyl)-2,2-dimethyl-1,3-dioxan-4-yl)acetate). As a reaction SMILES: Br[C:2]1[C:3]([C:17]2[CH:22]=[CH:21][C:20]([F:23])=[CH:19][CH:18]=2)=[N:4][C:5]([N:11]([CH3:16])[S:12]([CH3:15])(=[O:14])=[O:13])=[N:6][C:7]=1[CH:8]([CH3:10])[CH3:9].[CH3:24][C:25]1([CH3:41])[O:30][C@@H:29]([CH2:31][C:32]([O:34][C:35]([CH3:38])([CH3:37])[CH3:36])=[O:33])[CH2:28][C@@H:27]([CH:39]=[CH2:40])[O:26]1.C1(CNCC2CCCCC2)CCCCC1.CN(C)C=O>C(OCC)(=O)C.O.C(O)(=O)C>[F:23][C:20]1[CH:21]=[CH:22][C:17]([C:3]2[C:2](/[CH:40]=[CH:39]/[C@H:27]3[O:26][C:25]([CH3:24])([CH3:41])[O:30][C@@H:29]([CH2:31][C:32]([O:34][C:35]([CH3:38])([CH3:37])[CH3:36])=[O:33])[CH2:28]3)=[C:7]([CH:8]([CH3:10])[CH3:9])[N:6]=[C:5]([N:11]([CH3:16])[S:12]([CH3:15])(=[O:14])=[O:13])[N:4]=2)=[CH:18][CH:19]=1. Procedure: A mixture of N-(5-bromo-4-(4-fluorophenyl)-6-isopropylpyrimidin-2-yl)-N-methylmethanesulfonamide (1.00 g, 2.50 mmol), bis-tri-tert-butylphosphine palladium (0) (131 mg, 0.250 mmol), tert-butyl 2-((4R,6S)-2,2-dimethyl-6-vinyl-1,3-dioxan-4-yl)acetate (640 mg, 2.50 mmol), water (5 mL), N,N-dicyclohexylmethylamine (0.530 mL, 2.50 mmol), and N,N-dimethylformamide (5 mL) was heated and stirred at 50° C. under nitrogen for four days. The mixture was then diluted with ethyl acetate (11 mL), water (10 mL...